This data is from the Open Reaction Database (ORD), a public repository of structured organic reaction records. The task is: describe an organic reaction: reactants, conditions, products, and yield Starting materials: C1(OCCCO1)=O (Trimethylene carbonate), C1C(=O)OCC(=O)O1 (Glycolide), CCCCC(CC)C(=O)[O-].CCCCC(CC)C(=O)[O-].[Sn+2] (stannous octoate), C[C@H]1C(=O)O[C@H](C(=O)O1)C (l-Lactide). Run in C(COCCO)O (diethylene glycol). Reaction conditions: temperature 200 celsius. Yields the product C[C@H]1C(=O)O[C@H](C(=O)O1)C.C1C(=O)OCC(=O)O1.C1(OCCCO1)=O (l-LACTIDE GLYCOLIDE TRIMETHYLENE CARBONATE). RXN SMILES: [C:1]1(=[O:7])[O:6][CH2:5][CH2:4][CH2:3][O:2]1.CCCCC(C([O-])=O)CC.CCCCC(C([O-])=O)CC.[Sn+2].[CH3:29][C@@H:30]1[O:37][C:35](=[O:36])[C@H:34]([CH3:38])[O:33][C:31]1=[O:32].[CH2:39]1[O:46][C:44](=[O:45])[CH2:43][O:42][C:40]1=[O:41]>C(O)COCCO>[CH3:29][C@@H:30]1[O:37][C:35](=[O:36])[C@H:34]([CH3:38])[O:33][C:31]1=[O:32].[CH2:39]1[O:46][C:44](=[O:45])[CH2:43][O:42][C:40]1=[O:41].[C:1]1(=[O:7])[O:6][CH2:5][CH2:4][CH2:3][O:2]1 |f:1.2.3,7.8.9|. Procedure: Trimethylene carbonate (TMC, 34.0 grams), diethylene glycol (DEG, 17.7 mg) and stannous octoate (20.2 mg) were combined and melted under a nitrogen atmosphere. The mixture was charged into a nitrogen purged stirred reactor at 200° C. The contents were stirred at this temperature for 25 minutes, at which point the mixture had obtained maximum melt viscosity. l-Lactide (l-Lac, 168.7 grams) and Glycolide (Gly, 18.7 grams) were melted and charged into the reactor. The contents were stirred at 200° C...